From a dataset of the Open Reaction Database (ORD), a public repository of structured organic reaction records. describe an organic reaction: reactants, conditions, products, and yield The product is COC(=O)CCn1cc(Cc2cccnc2)c2cc(N)ccc21. RXN SMILES: [CH3:26][OH:27].[N+:1]([O-:2])(=[O:3])[c:4]1[cH:5][c:6]2[c:7]([CH2:19][c:20]3[cH:21][n:22][cH:23][cH:24][cH:25]3)[cH:8][n:9]([CH2:13][CH2:14][C:15](=[O:16])[O:17][CH3:18])[c:10]2[cH:11][cH:12]1>>[NH2:1][c:4]1[cH:5][c:6]2[c:7]([CH2:19][c:20]3[cH:21][n:22][cH:23][cH:24][cH:25]3)[cH:8][n:9]([CH2:13][CH2:14][C:15](=[O:16])[O:17][CH3:18])[c:10]2[cH:11][cH:12]1. The reactants are CO, COC(=O)CCn1cc(Cc2cccnc2)c2cc([N+](=O)[O-])ccc21. Starting materials: C(C)(C)C1=CC=C(N[N+](=O)[O-])C=C1 (4-isopropylnitroaniline), N(=O)[O-].[Na+] (sodium nitrite), C(C)O (ethanol), S(O)(O)(=O)=O (sulfuric acid). Run in C(Cl)(Cl)Cl (chloroform), O (water), O (water). Conditions: time 1 hour. Yields the product C(C)(C)C=1C=C(C=CC1)[N+](=O)[O-] (3-isopropylnitrobenzene). Reaction SMILES: [CH:1]([C:4]1[CH:13]=[CH:12][C:7](N[N+]([O-])=O)=[CH:6][CH:5]=1)([CH3:3])[CH3:2].C(O)C.S(=O)(=O)(O)O.[N:22]([O-:24])=[O:23].[Na+]>C(Cl)(Cl)Cl.O>[CH:1]([C:4]1[CH:5]=[C:6]([N+:22]([O-:24])=[O:23])[CH:7]=[CH:12][CH:13]=1)([CH3:2])[CH3:3] |f:3.4|. Procedure: 3.56 G. of 4-isopropylnitroaniline is dissolved in 580 ml. of ethanol and stirred. 30.4 Ml. of concentrated sulfuric acid is added dropwise. The reaction mixture is heated to reflux and a solution of 16 g. of sodium nitrite in 25 ml. of water is added dropwise over 5 minutes. Heating is continued for 1 hour and then the reaction mixture is allowed to cool to room temperature. 250 Ml. of water and 1200 ml. of chloroform is added, the layers are separated and the water layer is extracted with an a... Reactants: O=CO, CCC(C)N(C(=O)NCCCl)C1OC(CO)C(O)C(O)C1O, O=N[O-], [Na+]. Yields the product CCC(C)N(C(=O)N(CCCl)N=O)C1OC(CO)C(O)C(O)C1O. Reaction SMILES: [CH:27]([OH:28])=[O:29].[Cl:1][CH2:2][CH2:3][NH:4][C:5](=[O:6])[N:7]([CH:8]1[CH:9]([OH:10])[CH:11]([OH:12])[CH:13]([OH:14])[CH:15]([CH2:17][OH:18])[O:16]1)[CH:19]([CH3:20])[CH2:21][CH3:22].[N:23](=[O:24])[O-:25].[Na+:26]>>[Cl:1][CH2:2][CH2:3][N:4]([C:5](=[O:6])[N:7]([CH:8]1[CH:9]([OH:10])[CH:11]([OH:12])[CH:13]([OH:14])[CH:15]([CH2:17][OH:18])[O:16]1)[CH:19]([CH3:20])[CH2:21][CH3:22])[N:23]=[O:24]. Reactants: C(C)(C)(C)OC(=O)NC1=CC(=C(C=C1NC(=O)OC(C)(C)C)SS(=O)(=O)C1=CC=C(C=C1)C)C(C)(C)C (toluene-4-thiosulfonic acid S-(4,5-bis-tert-butoxycarbonylamino-2-tert-butyl-phenyl)ester), Cl (HCl). The solvent is C(Cl)Cl (CH2Cl2). Product: NC1=CC(=C(C=C1N)SS(=O)(=O)C1=CC=C(C=C1)C)C(C)(C)C (Toluene-4-thiosulfonic acid S-(4,5-diamino-2-tert-butyl-phenyl)ester). RXN SMILES: C(OC([NH:8][C:9]1[C:14]([NH:15]C(OC(C)(C)C)=O)=[CH:13][C:12]([S:23][S:24]([C:27]2[CH:32]=[CH:31][C:30]([CH3:33])=[CH:29][CH:28]=2)(=[O:26])=[O:25])=[C:11]([C:34]([CH3:37])([CH3:36])[CH3:35])[CH:10]=1)=O)(C)(C)C.Cl>C(Cl)Cl>[NH2:8][C:9]1[C:14]([NH2:15])=[CH:13][C:12]([S:23][S:24]([C:27]2[CH:32]=[CH:31][C:30]([CH3:33])=[CH:29][CH:28]=2)(=[O:26])=[O:25])=[C:11]([C:34]([CH3:37])([CH3:36])[CH3:35])[CH:10]=1. Reported procedure: The title compound was prepared as described in Example VV-1 from toluene-4-thiosulfonic acid S-(4,5-bis-tert-butoxycarbonylamino-2-tert-butyl-phenyl)ester (prepared in Example UU-2; 15 g, 28 mmol), CH2Cl2 (100 mL), and HCl gas. MS(APCI): 351 (M+H). Starting materials: C(C)(=O)C(=O)[C@](O)([C@@](O)([C@](O)([C@H](O)C(O)C(C)=O)C(C)=O)C(C)=O)C(C)=O (1,2,3,4,6-pentaacetyl glucose), C(C)(=O)C(=O)[C@](O)([C@@](O)([C@](O)(CO)C(C)=O)C(C)=O)C(C)=O (1,2,3,4-tetraacetylxylose), acyl, 1,2,3,6-2',3',4',6'-octaacetyllactose. The product is C(C)(=O)[C@@](C=O)(O)[C@@](O)([C@](O)([C@H](O)C(O)C(C)=O)C(C)=O)C(C)=O (2,3,4,6-tetraacetylglucose), C(C)(=O)[C@@](C=O)(O)[C@@](O)([C@](O)(CO)C(C)=O)C(C)=O (2,3,4-triacetylxylose), 2,3,6-2',3',4',6'-heptaacetyllactose. Reaction SMILES: [C:1]([C:4]([C@@:6]([C:25](=[O:27])C)([C@:8]([C:22](=[O:24])[CH3:23])([C@@:10]([C:19](=[O:21])[CH3:20])([C@@H:12]([CH:14]([C:16](=[O:18])[CH3:17])[OH:15])[OH:13])[OH:11])[OH:9])[OH:7])=[O:5])(=O)C.[C:28]([C:31]([C@@:33]([C:47](=[O:49])C)([C@:35]([C:44](=[O:46])[CH3:45])([C@@:37]([C:41](=[O:43])[CH3:42])([CH2:39][OH:40])[OH:38])[OH:36])[OH:34])=[O:32])(=O)C>>[C:4]([C@:6]([C@:8]([C:22](=[O:24])[CH3:23])([C@@:10]([C:19](=[O:21])[CH3:20])([C@@H:12]([CH:14]([C:16](=[O:18])[CH3:17])[OH:15])[OH:13])[OH:11])[OH:9])([OH:7])[CH:25]=[O:27])(=[O:5])[CH3:1].[C:31]([C@:33]([C@:35]([C:44](=[O:46])[CH3:45])([C@@:37]([C:41](=[O:43])[CH3:42])([CH2:39][OH:40])[OH:38])[OH:36])([OH:34])[CH:47]=[O:49])(=[O:32])[CH3:28]. Reported procedure: The precursors of the invention can be prepared by selectively hydrolysing the most reactive acyl-group of 1,2,3,4,6-pentaacetyl glucose (PAG), or 1,2,3,4-tetraacetylxylose (TAX), or 1,2,3,6-2',3',4',6'-octaacetyllactose (OAL) to produce 2,3,4,6-tetraacetylglucose, or 2,3,4-triacetylxylose, or 2,3,6-2',3',4',6'-heptaacetyllactose respectively, which may then be reacted with an acid chloride or anhydride of choice. In the same way other sugar deratives, such as 1,2,3,4,6-pentaacetylgalactose, 1,2... Yields the product NC1C(CN(C1=O)C1=C(C=CC=C1)F)C(=O)OC(C)(C)C (1,1-Dimethylethyl 4-amino-1-(2-fluorophenyl)-5-oxo-3-pyrrolidinecarboxylate). Isolated yield 72.4%. Run in CCO (EtOH). The reactants are FC1=C(C=CC=C1)N1CC(C(C1=O)=NO)C(=O)OC(C)(C)C (1,1-Dimethylethyl 1-(2-fluorophenyl)-4-(hydroxyimino)-5-oxo-3-pyrrolidinecarboxylate). As a reaction SMILES: [F:1][C:2]1[CH:7]=[CH:6][CH:5]=[CH:4][C:3]=1[N:8]1[C:12](=[O:13])[C:11](=[N:14]O)[CH:10]([C:16]([O:18][C:19]([CH3:22])([CH3:21])[CH3:20])=[O:17])[CH2:9]1>CCO>[NH2:14][CH:11]1[C:12](=[O:13])[N:8]([C:3]2[CH:4]=[CH:5][CH:6]=[CH:7][C:2]=2[F:1])[CH2:9][CH:10]1[C:16]([O:18][C:19]([CH3:22])([CH3:21])[CH3:20])=[O:17]. Procedure details: A solution of oxime of Example O (1.23 g, 3.99 mmol) in EtOH was hydrogenated at 1000 psi on Pd/C at 70° C. for 24 h. The solvent was removed in vacuo to give an oil which was chromatographed on silica gel eluting with 2% EtOH/CH2Cl2 to give the title compound (850 mg, 72%) as a solid. Anal calcd for C15H19N2O3F: C, 61.21; H, 6.51; N, 9.52; F, 6.45. Found: C, 60.87; H, 6.61; N, 9.32; F, 6.10. MS calcd for C15H19N2O3F 294, found 294. DSC=71.2°-74.9° C. at 76.6 J/g. Reactants: COc1cccc(C(O)c2cccc(OC)c2)c1, CCOCC, O=S(Br)Br. Product: COc1cccc(C(Br)c2cccc(OC)c2)c1. As a reaction SMILES: [CH3:1][O:2][c:3]1[cH:4][c:5]([CH:9]([c:10]2[cH:11][c:12]([O:16][CH3:17])[cH:13][cH:14][cH:15]2)[OH:18])[cH:6][cH:7][cH:8]1.[CH3:23][CH2:24][O:25][CH2:26][CH3:27].[S:19]([Br:20])([Br:21])=[O:22]>>[CH3:1][O:2][c:3]1[cH:4][c:5]([CH:9]([c:10]2[cH:11][c:12]([O:16][CH3:17])[cH:13][cH:14][cH:15]2)[Br:21])[cH:6][cH:7][cH:8]1. The reactants are BrCc1cccc2ccccc12, COC(=O)c1cc(N2CCOCC2)cc2nc(C)[nH]c12, [K+], [K+], O=C([O-])[O-], O. Product: COC(=O)c1cc(N2CCOCC2)cc2c1nc(C)n2Cc1cccc2ccccc12. Reaction SMILES: [Br:21][CH2:22][c:23]1[cH:24][cH:25][cH:26][c:27]2[cH:28][cH:29][cH:30][cH:31][c:32]12.[CH3:1][c:2]1[n:3][c:4]2[c:5]([nH:6]1)[c:7]([C:17](=[O:18])[O:19][CH3:20])[cH:8][c:9]([N:11]1[CH2:12][CH2:13][O:14][CH2:15][CH2:16]1)[cH:10]2.[K+:33].[K+:34].[O-:35][C:36]([O-:37])=[O:38].[OH2:39]>>[CH3:1][c:2]1[n:3]([CH2:22][c:23]2[cH:24][cH:25][cH:26][c:27]3[cH:28][cH:29][cH:30][cH:31][c:32]23)[c:4]2[c:5]([n:6]1)[c:7]([C:17](=[O:18])[O:19][CH3:20])[cH:8][c:9]([N:11]1[CH2:12][CH2:13][O:14][CH2:15][CH2:16]1)[cH:10]2.